From a dataset of the Open Reaction Database (ORD), a public repository of structured organic reaction records. describe an organic reaction: reactants, conditions, products, and yield Procedure: 3-Trifluoromethylsulphonyloxy-4-[5,6,7,8-tetrahydro-5,5,8,8-tetramethyl-2-naphthalenyl]methoxy benzaldehyde (42) (0.745 g., 1.58 mmol) is coupled with phenyltributylstannane (0.870 g., 2.38 mmol) via the method of Example 3 to afford 2-[5,6,7,8-tetrahydro-5,5,8,8-tetramethyl-2-naphthalenyl]methoxy-[1,1'-biphenyl]-5-carboxaldehyde (43) (0.404 g., 1.02 mmol, 65%): chromatographed on silica gel using CH2Cl2 /hexane; 1H NMR (300 MHz, CDCl3) δ 9.93 (s, 1H, CHO), 7.87 (d, J =2 Hz, 1H, ArH), 7.84 (dd, ... Reaction SMILES: FC(F)(F)S(O[C:7]1[CH:8]=[C:9]([CH:12]=[CH:13][C:14]=1[O:15][CH2:16][C:17]1[CH:26]=[CH:25][C:24]2[C:23]([CH3:28])([CH3:27])[CH2:22][CH2:21][C:20]([CH3:30])([CH3:29])[C:19]=2[CH:18]=1)[CH:10]=[O:11])(=O)=O.[C:33]1([Sn](CCCC)(CCCC)CCCC)[CH:38]=[CH:37][CH:36]=[CH:35][CH:34]=1>>[CH3:28][C:23]1([CH3:27])[CH2:22][CH2:21][C:20]([CH3:29])([CH3:30])[C:19]2[CH:18]=[C:17]([CH2:16][O:15][C:14]3[CH:13]=[CH:12][C:9]([CH:10]=[O:11])=[CH:8][C:7]=3[C:33]3[CH:38]=[CH:37][CH:36]=[CH:35][CH:34]=3)[CH:26]=[CH:25][C:24]1=2. Isolated yield 64.6%. The reactants are FC(S(=O)(=O)OC=1C=C(C=O)C=CC1OCC1=CC=2C(CCC(C2C=C1)(C)C)(C)C)(F)F (3-Trifluoromethylsulphonyloxy-4-[5,6,7,8-tetrahydro-5,5,8,8-tetramethyl-2-naphthalenyl]methoxy benzaldehyde), C1(=CC=CC=C1)[Sn](CCCC)(CCCC)CCCC (phenyltributylstannane). Yields the product CC1(C=2C=CC(=CC2C(CC1)(C)C)COC1=C(C=C(C=C1)C=O)C1=CC=CC=C1)C (2-[5,6,7,8-tetrahydro-5,5,8,8-tetramethyl-2-naphthalenyl]methoxy-[1,1'-biphenyl]-5-carboxaldehyde). Starting materials: BrCCOC1=CC2=C(C(=NS2)C2=CC=C(C=C2)Br)C=C1 (6-(2-Bromo-ethoxy)-3-(4-bromo-phenyl)-benzo[d]isothiazole), N1CCOCC1 (morpholine). Yields the product BrC1=CC=C(C=C1)C1=NSC2=C1C=CC(=C2)OCCN2CCOCC2 (3-(4-Bromo-phenyl)-6-(2-morpholin-4-yl-ethoxy)-benzo[d]isothiazole). Reaction SMILES: Br[CH2:2][CH2:3][O:4][C:5]1[CH:20]=[CH:19][C:8]2[C:9]([C:12]3[CH:17]=[CH:16][C:15]([Br:18])=[CH:14][CH:13]=3)=[N:10][S:11][C:7]=2[CH:6]=1.[NH:21]1[CH2:26][CH2:25][O:24][CH2:23][CH2:22]1>>[Br:18][C:15]1[CH:16]=[CH:17][C:12]([C:9]2[C:8]3[CH:19]=[CH:20][C:5]([O:4][CH2:3][CH2:2][N:21]4[CH2:26][CH2:25][O:24][CH2:23][CH2:22]4)=[CH:6][C:7]=3[S:11][N:10]=2)=[CH:13][CH:14]=1. Procedure: According to the method in example 4, 6-(2-Bromo-ethoxy)-3-(4-bromo-phenyl)-benzo[d]isothiazole and morpholine were converted to yield 3-(4-Bromo-phenyl)-6-(2-morpholin-4-yl-ethoxy)-benzo[d]isothiazole, MS: 420 (MH+, 1Br). Reactants: NC1=NC(=C(C(=N1)C=1OC=CC1)C#N)S(=O)C (2-amino-4-furan-2-yl-6-methanesulfinyl-pyrimidine-5-carbonitrile), CC=1C(=NC=CC1)CO ((3-methyl-pyridin-2-yl)methanol), C1CCC2=NCCCN2CC1 (DBU). The solvent is COCCOC (DME). Yields the product NC1=NC(=C(C(=N1)C=1OC=CC1)C#N)OCC1=NC=CC=C1C (2-Amino-4-furan-2-yl-6-(3-methyl-pyridin-2-yl-methoxy)-pyrimidine-5-carbonitrile). RXN SMILES: [NH2:1][C:2]1[N:7]=[C:6]([C:8]2[O:9][CH:10]=[CH:11][CH:12]=2)[C:5]([C:13]#[N:14])=[C:4](S(C)=O)[N:3]=1.[CH3:18][C:19]1[C:20]([CH2:25][OH:26])=[N:21][CH:22]=[CH:23][CH:24]=1.C1CCN2C(=NCCC2)CC1>COCCOC>[NH2:1][C:2]1[N:7]=[C:6]([C:8]2[O:9][CH:10]=[CH:11][CH:12]=2)[C:5]([C:13]#[N:14])=[C:4]([O:26][CH2:25][C:20]2[C:19]([CH3:18])=[CH:24][CH:23]=[CH:22][N:21]=2)[N:3]=1. Procedure details: From 2-amino-4-furan-2-yl-6-methanesulfinyl-pyrimidine-5-carbonitrile, (3-methyl-pyridin-2-yl)methanol and DBU in DME. ES-MS m/e (%): 308 (M+H+, 100). Reactants: COC1=C2CCCC(C2=CC=C1)CC(=O)OCC (ethyl (5-methoxy-1,2,3,4-tetrahydro-1-naphthyl)acetate), [H-].[Al+3].[Li+].[H-].[H-].[H-] (lithium aluminum hydride). The solvent is O1CCCC1 (tetrahydrofuran). Run at temperature 0 celsius, time 2.5 hour. Product: COC1=C2CCCC(C2=CC=C1)CCO (2-(5-methoxy-1,2,3,4-tetrahydro-1-naphthyl)ethanol). Yield: 100.3%. As a reaction SMILES: [CH3:1][O:2][C:3]1[CH:12]=[CH:11][CH:10]=[C:9]2[C:4]=1[CH2:5][CH2:6][CH2:7][CH:8]2[CH2:13][C:14](OCC)=[O:15].[H-].[Al+3].[Li+].[H-].[H-].[H-]>O1CCCC1>[CH3:1][O:2][C:3]1[CH:12]=[CH:11][CH:10]=[C:9]2[C:4]=1[CH2:5][CH2:6][CH2:7][CH:8]2[CH2:13][CH2:14][OH:15] |f:1.2.3.4.5.6|. Procedure details: A suspension of ethyl (5-methoxy-1,2,3,4-tetrahydro-1-naphthyl)acetate (1.02 g) and lithium aluminum hydride (0.20 g) in tetrahydrofuran (15 ml was stirred at 0° C. for 2.5 hours. The solution was poured into cold 1N-hydrochlorlc acid, then the resulting mixture was filtered through the celite, and extracted with ethyl acetate. The extract was washed with brine, dried over sodium sulfate, and evaporated in vacuo to afford 2-(5-methoxy-1,2,3,4-tetrahydro-1-naphthyl)ethanol as a colorless oil (0.8... Starting materials: C(C)(C)(C)C1=CC=C(C=C1)C1=CC=C(S1)/C=C/C(=O)OC (methyl (E)-3-[5-(4-tert-butylphenyl)-thiophen-2-yl]acrylate), [OH-].[Na+] (sodium hydroxide), Cl (hydrochloric acid). Solvent: C1CCOC1.C(C)O (THF ethanol). Run at time 18 hour. Yields the product C(C)(C)(C)C1=CC=C(C=C1)C1=CC=C(S1)/C=C/C(=O)O ((E)-3-[5-(4-tert-butylphenyl)thiophen-2-yl]acrylic acid). Yield: 82.6%. As a reaction SMILES: [C:1]([C:5]1[CH:10]=[CH:9][C:8]([C:11]2[S:15][C:14](/[CH:16]=[CH:17]/[C:18]([O:20]C)=[O:19])=[CH:13][CH:12]=2)=[CH:7][CH:6]=1)([CH3:4])([CH3:3])[CH3:2].[OH-].[Na+].Cl>C1COCC1.C(O)C>[C:1]([C:5]1[CH:6]=[CH:7][C:8]([C:11]2[S:15][C:14](/[CH:16]=[CH:17]/[C:18]([OH:20])=[O:19])=[CH:13][CH:12]=2)=[CH:9][CH:10]=1)([CH3:4])([CH3:2])[CH3:3] |f:1.2,4.5|. Procedure details: To a solution of methyl (E)-3-[5-(4-tert-butylphenyl)-thiophen-2-yl]acrylate (190 mg) of THF/ethanol (15/15 ml) was added at room temperature 2N sodium hydroxide solution (2.0 ml), and the mixture was stirred 18 hours. To the mixture was added 1N hydrochloric acid (5 ml), and the mixture was extracted with ethyl acetate. The organic layer was washed with saturated brine and dried with magnesium sulfate. Under reduced pressure, the mixture was concentrated, and the precipitated crystals were coll... Starting materials: O.[OH-].[Li+] (lithium hydroxide hydrate), C(C)OC(=O)C12NC(C3CC(CC3C(N(CCCCC=CC2C1)C)=O)OC1=NC(=NC2=C(C(=CC=C12)OC)C)N1N=C(C=C1)C(C)C)=O (17-[2-(3-Isopropyl-pyrazol-1-yl)-7-methoxy-8-methyl-quinazolin-4-yloxy]-13-methyl-2,14-dioxo-3,13-diaza-tricyclo[13.3.0.0*4,6*]octadec-7-ene-4-carboxylic acid ethyl ester). The solvent is O (water), C1CCOC1 (THF). Reaction conditions: time 5 day. The product is C(C)(C)C1=NN(C=C1)C1=NC2=C(C(=CC=C2C(=N1)OC1CC2C(N(CCCCC=CC3CC3(NC(C2C1)=O)C(=O)O)C)=O)OC)C (17-[2-(3-isopropylpyrazol-1-yl)-7-methoxy-8-methylquinazolin-4-yloxy]-13-methyl-2,14-dioxo-3,13-diazatricyclo[13.3.0.04,6]octadec-7-ene-4-carboxylic acid). RXN SMILES: O.[OH-].[Li+].C([O:6][C:7]([C:9]12[CH2:26][CH:25]1[CH:24]=[CH:23][CH2:22][CH2:21][CH2:20][CH2:19][N:18]([CH3:27])[C:17](=[O:28])[CH:16]1[CH:12]([CH2:13][CH:14]([O:29][C:30]3[C:39]4[C:34](=[C:35]([CH3:42])[C:36]([O:40][CH3:41])=[CH:37][CH:38]=4)[N:33]=[C:32]([N:43]4[CH:47]=[CH:46][C:45]([CH:48]([CH3:50])[CH3:49])=[N:44]4)[N:31]=3)[CH2:15]1)[C:11](=[O:51])[NH:10]2)=[O:8])C>O.C1COCC1>[CH:48]([C:45]1[CH:46]=[CH:47][N:43]([C:32]2[N:31]=[C:30]([O:29][CH:14]3[CH2:13][CH:12]4[CH:16]([C:17](=[O:28])[N:18]([CH3:27])[CH2:19][CH2:20][CH2:21][CH2:22][CH:23]=[CH:24][CH:25]5[C:9]([C:7]([OH:8])=[O:6])([NH:10][C:11]4=[O:51])[CH2:26]5)[CH2:15]3)[C:39]3[C:34](=[C:35]([CH3:42])[C:36]([O:40][CH3:41])=[CH:37][CH:38]=3)[N:33]=2)[N:44]=1)([CH3:50])[CH3:49] |f:0.1.2|. Reported procedure: A solution of lithium hydroxide hydrate (796 mg, 18.6 mmol) in water (10 mL) was added to a stirred solution of the ester (145) (346 mg, 0.526 mmol) in THF (30 mL). After 5 days at room temperature, the reaction mixture was concentrated under vacuum. The pH was adjusted to 4 with 1N HCl and the resulting solution was successively extracted with AcOEt, washed with brine, dried (Na2SO4) and evaporated. Reactants: CC1=C(C(=O)O)C=CC(=C1)C(=O)NC1=CC(=CC=C1)C1=NC(=NC2=CC(=C(C=C12)OC)OC)NC (methyl N-[3-(6,7-dimethoxy-2-methylaminoquinazolin-4-yl)phenyl]terephthalamic acid), CS(=O)C (Dimethyl sulfoxide), S(O)(O)(=O)=O (sulfuric acid), CC(C)O (2-propanol). The product is S(=O)(=O)(O)O.CC1=C(C(=O)O)C=CC(=C1)C(=O)NC1=CC(=CC=C1)C1=NC(=NC2=CC(=C(C=C12)OC)OC)NC (Methyl N-[3-(6,7-dimethoxy-2-methylaminoquinazolin-4-yl)phenyl]terephthalamic acid sulfate). RXN SMILES: CS(C)=O.[S:5](=[O:9])(=[O:8])([OH:7])[OH:6].CC(O)C.[CH3:14][C:15]1[CH:23]=[C:22]([C:24]([NH:26][C:27]2[CH:32]=[CH:31][CH:30]=[C:29]([C:33]3[C:42]4[C:37](=[CH:38][C:39]([O:45][CH3:46])=[C:40]([O:43][CH3:44])[CH:41]=4)[N:36]=[C:35]([NH:47][CH3:48])[N:34]=3)[CH:28]=2)=[O:25])[CH:21]=[CH:20][C:16]=1[C:17]([OH:19])=[O:18]>>[S:5]([OH:9])([OH:8])(=[O:7])=[O:6].[CH3:14][C:15]1[CH:23]=[C:22]([C:24]([NH:26][C:27]2[CH:32]=[CH:31][CH:30]=[C:29]([C:33]3[C:42]4[C:37](=[CH:38][C:39]([O:45][CH3:46])=[C:40]([O:43][CH3:44])[CH:41]=4)[N:36]=[C:35]([NH:47][CH3:48])[N:34]=3)[CH:28]=2)=[O:25])[CH:21]=[CH:20][C:16]=1[C:17]([OH:19])=[O:18] |f:4.5|. Procedure details: Dimethyl sulfoxide (1 mL) and sulfuric acid (26 μL) were added to and dissolved in methyl N-[3-(6,7-dimethoxy-2-methylaminoquinazolin-4-yl)phenyl]terephthalamic acid (103.92 mg) by heating. Then, 2-propanol (3 mL) was added to the mixture and the mixture was cooled to room temperature to be solidified. The solid was collected by filtration to yield the titled compound (112.12 mg). Starting materials: IC (iodomethane), SC=1N(C(=NN1)C1=CC(N(C=C1)COCC[Si](C)(C)C)=O)C (4-(5-mercapto-4-methyl-4H-1,2,4-triazol-3-yl)-1-{[2-(trimethylsilyl)ethoxy]methyl}pyridin-2(1H)-one), [OH-].[Na+] (NaOH), C(C)O (ethanol). Run in O (water). Reaction conditions: time 8 hour. Product: CN1C(=NN=C1SC)C1=CC(N(C=C1)COCC[Si](C)(C)C)=O (4-[4-methyl-5-(methylthio)-4H-1,2,4-triazol-3-yl]-1-{[2-(trimethylsilyl)ethoxy]methyl}pyridin-2(1H)-one). The yield is 98.0%. As a reaction SMILES: [SH:1][C:2]1[N:3]([CH3:22])[C:4]([C:7]2[CH:12]=[CH:11][N:10]([CH2:13][O:14][CH2:15][CH2:16][Si:17]([CH3:20])([CH3:19])[CH3:18])[C:9](=[O:21])[CH:8]=2)=[N:5][N:6]=1.[OH-].[Na+].[CH2:25](O)C.IC>O>[CH3:22][N:3]1[C:2]([S:1][CH3:25])=[N:6][N:5]=[C:4]1[C:7]1[CH:12]=[CH:11][N:10]([CH2:13][O:14][CH2:15][CH2:16][Si:17]([CH3:19])([CH3:18])[CH3:20])[C:9](=[O:21])[CH:8]=1 |f:1.2|. Reported procedure: The title compound of example 21.1 (21.6 g, 63.8 mmol) was dissolved in a solution of NaOH (5.36 g, 134 mmol) in water (134 mL). When a clear solution was observed, ethanol (40 mL) was added followed by iodomethane (6.37 mL, 102 mmol). The reaction mixture was stirred overnight at room temperature. The reaction mixture was then extracted four times with chloroform and the combined organic layer was dried over sodium sulfate and concentrated to give the title product (22.0 g, 98%). As a reaction SMILES: [O:1]=[C:2]1[CH:7]=[C:6]([O:8][CH:9]2[CH2:14][CH2:13][N:12](C(OC(C)(C)C)=O)[CH2:11][CH2:10]2)[CH:5]=[CH:4][NH:3]1.[ClH:22]>>[ClH:22].[NH:12]1[CH2:13][CH2:14][CH:9]([O:8][C:6]2[CH:5]=[CH:4][NH:3][C:2](=[O:1])[CH:7]=2)[CH2:10][CH2:11]1 |f:2.3|. Starting materials: O=C1NC=CC(=C1)OC1CCN(CC1)C(=O)OC(C)(C)C (tert-butyl 4-(2-oxo-1,2-dihydropyridin-4-yloxy)piperidine-1-carboxylate), Cl (hydrogen chloride). The product is Cl.N1CCC(CC1)OC1=CC(NC=C1)=O (4-(piperidin-4-yloxy)pyridin-2(1H)-one hydrochloride). Reported procedure: A 100 mL round bottom flask was charged with tert-butyl 4-(2-oxo-1,2-dihydropyridin-4-yloxy)piperidine-1-carboxylate (1.36 g, 4.62 mmol) and hydrogen chloride (37% in H2O, 4 mL). The mixture was stirred at room temperature for 15 min and then concentrated in vacuo to yield 4-(piperidin-4-yloxy)pyridin-2(1H)-one hydrochloride (1.07 g, 100% yield) as a white solid. 1H NMR (400 MHz, DMSO-d6) δ 9.30 (br. s., 2H) 7.64 (d, J=7.28 Hz, 1H) 6.37 (dd, J=7.28, 2.51 Hz, 1H) 6.28 (d, J=2.51 Hz, 1H) 4.57-4.96... Run at time 15 minute. Yield: 100.0%.